Task: describe an organic reaction: reactants, conditions, products, and yield. Dataset: the Open Reaction Database (ORD), a public repository of structured organic reaction records Reactants: ClC(C1=C(OC(=C1)C1=CC=C(C=C1)F)C)C1CCCCC1 (3-[chloro(cyclohexyl)methyl]-5-(4-fluorophenyl)-2-methylfuran), NC=1C=CC(=NC1)C(=O)OC (methy 5-aminopyridine-2-carboxylate), C([O-])([O-])=O.[Na+].[Na+] (sodium carbonate), [I-].[Na+] (sodium iodide). Solvent: CN(C(C)=O)C (N,N-dimethylacetamide), O (water). Reaction conditions: temperature 80 celsius, time 10 hour. Yields the product C1(CCCCC1)C(C1=C(OC(=C1)C1=CC=C(C=C1)F)C)NC=1C=CC(=NC1)C(=O)O (5-({cyclohexyl[5-(4-fluorophenyl)-2-methylfuran-3-yl]methyl}amino)pyridine-2-carboxylic acid). As a reaction SMILES: Cl[CH:2]([CH:16]1[CH2:21][CH2:20][CH2:19][CH2:18][CH2:17]1)[C:3]1[CH:7]=[C:6]([C:8]2[CH:13]=[CH:12][C:11]([F:14])=[CH:10][CH:9]=2)[O:5][C:4]=1[CH3:15].[NH2:22][C:23]1[CH:24]=[CH:25][C:26]([C:29]([O:31]C)=[O:30])=[N:27][CH:28]=1.C(=O)([O-])[O-].[Na+].[Na+].[I-].[Na+]>CN(C)C(=O)C.O>[CH:16]1([CH:2]([NH:22][C:23]2[CH:24]=[CH:25][C:26]([C:29]([OH:31])=[O:30])=[N:27][CH:28]=2)[C:3]2[CH:7]=[C:6]([C:8]3[CH:13]=[CH:12][C:11]([F:14])=[CH:10][CH:9]=3)[O:5][C:4]=2[CH3:15])[CH2:21][CH2:20][CH2:19][CH2:18][CH2:17]1 |f:2.3.4,5.6|. Reported procedure: A mixture of 3-[chloro(cyclohexyl)methyl]-5-(4-fluorophenyl)-2-methylfuran (1.3 g), methy 5-aminopyridine-2-carboxylate (0.7 g), sodium carbonate (0.5 g) and sodium iodide (1.4 g) in N,N-dimethylacetamide (20 mL) was stirred at 80° C. for 10 hr. The reaction mixture was poured into water, and the mixture was extracted with ethyl acetate. The organic layer was washed with saturated brine, and dried over magnesium sulfate. The solvent was evaporated under reduced pressure, and the residue was diss... The reactants are [Na+].NC1=CC=C(C=2C=CC=C(C12)S(=O)(=O)[O-])S(=O)(=O)[O-].[Na+] (4-amino-1,5-naphthalenedisulfonic acid sodium salt), [OH-].[Na+] (sodium hydroxide), [OH-].[Na+] (sodium hydroxide), Congo Red, Cl (hydrochloric acid), [OH-].[Na+] (sodium hydroxide), [N+](=O)([O-])C1=CC=C(C(=O)Cl)C=C1 (p-nitrobenzoylchloride), final solution. Run in O (water), CCOCC (ether), O (water), O (water). Run at time 15 minute. Product: [Na+].[Na+].[N+](=O)([O-])C1=CC=C(C(=O)NC2=CC=C(C=3C=CC=C(C23)S(=O)(=O)[O-])S(=O)(=O)[O-])C=C1 (4-(p-Nitrobenzamido)-1,5-naphthalenedisulfonic acid disodium salt). Reaction SMILES: [Na+:1].[NH2:2][C:3]1[C:12]2[C:11]([S:13]([O-:16])(=[O:15])=[O:14])=[CH:10][CH:9]=[CH:8][C:7]=2[C:6]([S:17]([O-:20])(=[O:19])=[O:18])=[CH:5][CH:4]=1.[Na+].[OH-].[Na+].[N+:24]([C:27]1[CH:35]=[CH:34][C:30]([C:31](Cl)=[O:32])=[CH:29][CH:28]=1)([O-:26])=[O:25].Cl>O.CCOCC>[Na+:1].[Na+:1].[N+:24]([C:27]1[CH:28]=[CH:29][C:30]([C:31]([NH:2][C:3]2[C:12]3[C:11]([S:13]([O-:16])(=[O:15])=[O:14])=[CH:10][CH:9]=[CH:8][C:7]=3[C:6]([S:17]([O-:20])(=[O:19])=[O:18])=[CH:5][CH:4]=2)=[O:32])=[CH:34][CH:35]=1)([O-:26])=[O:25] |f:0.1.2,3.4,9.10.11|. Procedure: A 25.0 g portion of 4-amino-1,5-naphthalenedisulfonic acid sodium salt is suspended in 100 ml of water and 80 ml of 1N sodium hydroxide is added, then 31.0 g of p-nitrobenzoylchloride is added all at once. The mixture is shaken for about 15 minutes and another 80 ml of 1N sodium hydroxide is added with additional shaking. The latter addition of sodium hydroxide and shaking is repeated three more times with the incorporation of 50 ml of water and 25 ml of ether. The final solution remains basic a... Reactants: CN1C=NC(=C1)S(=O)(=O)Cl (1-methyl-4-imidazolesulfonyl chloride), Cl (hydrochloric acid), NCCC1=CC=C(OCC(=O)O)C=C1 (4-(2-aminoethyl)phenoxyacetic acid), C([O-])([O-])=O.[K+].[K+] (potassium carbonate). The solvent is O (water), O (water). Conditions: temperature 80 celsius, time 5 minute. The product is CN1C=NC(=C1)S(=O)(=O)NCCC1=CC=C(OCC(=O)O)C=C1 (4-[2-(1-Methyl-4-imidazolesulfonyl)aminoethyl]phenoxyacetic acid). RXN SMILES: [NH2:1][CH2:2][CH2:3][C:4]1[CH:14]=[CH:13][C:7]([O:8][CH2:9][C:10]([OH:12])=[O:11])=[CH:6][CH:5]=1.C(=O)([O-])[O-].[K+].[K+].[CH3:21][N:22]1[CH:26]=[C:25]([S:27](Cl)(=[O:29])=[O:28])[N:24]=[CH:23]1.Cl>O>[CH3:21][N:22]1[CH:26]=[C:25]([S:27]([NH:1][CH2:2][CH2:3][C:4]2[CH:5]=[CH:6][C:7]([O:8][CH2:9][C:10]([OH:12])=[O:11])=[CH:13][CH:14]=2)(=[O:29])=[O:28])[N:24]=[CH:23]1 |f:1.2.3|. Procedure: 6.3 g (32 mmol) of 4-(2-aminoethyl)phenoxyacetic acid are added to a solution of 9.7 g (79 mmol) of potassium carbonate in 50 ml of water and the mixture is stirred for 5 minutes. A suspension of 5.8 g (32 mmol) of 1-methyl-4-imidazolesulfonyl chloride from Example C-1 in 20 ml of water is slowly added to this suspension. The mixture is heated to 80° C. and stirred at this temperature for 2 hours. After cooling to room temperature, the reaction solution is acidified to pH 4 using 2N hydrochloric...